Dataset: the Open Reaction Database (ORD), a public repository of structured organic reaction records. Task: describe an organic reaction: reactants, conditions, products, and yield Starting materials: C(C)(=O)S[C@H]1C[C@H](N(C1)C(=O)OCC=C)CO ((2S,4S)-4-acetylthio-N-allyloxycarbonyl-2-hydroxymethylpyrrolidine), [OH-].[Na+] (sodium hydroxide). Run in CO (methanol). Run at time 30 minute. Product: C(C=C)OC(=O)N1[C@@H](C[C@@H](C1)S)CO ((2S,4S)-N-Allyloxycarbonyl-2-hydroxymethyl-4-mercaptopyrrolidine). The yield is 89.5%. As a reaction SMILES: C([S:4][C@@H:5]1[CH2:9][N:8]([C:10]([O:12][CH2:13][CH:14]=[CH2:15])=[O:11])[C@H:7]([CH2:16][OH:17])[CH2:6]1)(=O)C.[OH-].[Na+]>CO>[CH2:13]([O:12][C:10]([N:8]1[CH2:9][C@@H:5]([SH:4])[CH2:6][C@H:7]1[CH2:16][OH:17])=[O:11])[CH:14]=[CH2:15] |f:1.2|. Procedure details: A solution of (2S,4S)-4-acetylthio-N-allyloxycarbonyl-2-hydroxymethylpyrrolidine (1.17 g, 4.5 mmol) in methanol (25 ml) was treated with 2N sodium hydroxide solution (4.95 ml) under ice-cooling, followed by stirring for 30 minutes, and partitioned between 6N hydrochloric acid (1.65 ml) and ethyl acetate (100 ml). The organic layer was washed with saturated aqueous sodium chloride (30 ml×3), dried over anhydrous sodium sulfate, and evaporated to afford the title compound (875 mg, 90% yield) as an...